Task: describe an organic reaction: reactants, conditions, products, and yield. Dataset: the Open Reaction Database (ORD), a public repository of structured organic reaction records Reactants: [H][H] (hydrogen), O[C@H](C)[C@@H]1[C@H]2[C@H](C(=C(N2C1=O)C(=O)OCC1=CC=C(C=C1)[N+](=O)[O-])S[C@H]1C[C@H](N(C1)C(=O)OCC1=CC=C(C=C1)[N+](=O)[O-])CN1CCN(CC1)C(=O)OCC1=CC=C(C=C1)[N+](=O)[O-])C (4-nitrobenzyl (4R,5S,6S)-6-[(1R)-1-hydroxyethyl]-4-methyl-3-[(2S,4S)-1-(4-nitrobenzyloxycarbonyl)-2-{4-(4-nitrobenzyloxycarbonyl)piperazin-1-yl}methylpyrrolidin-4-yl]thio-7-oxo-1-azabicyclo-[3.2.0]hept-2-ene-2-carboxylate), C(C)(=O)[O-].[Na+].C(C)(=O)O (sodium acetate acetic acid). The reagents and catalysts are [OH-].[OH-].[Pd+2] (palladium hydroxide on carbon). Run in O1CCCC1 (tetrahydrofuran). Product: O[C@H](C)[C@@H]1[C@H]2[C@H](C(=C(N2C1=O)C(=O)O)S[C@H]1C[C@H](NC1)CN1CCNCC1)C ((4R,5S,6S)-6-[(1R)-1-hydroxyethyl]-4-methyl-7-oxo-3-[(2S,4S)-2-(piperazin-1-yl)methylpyrrolidin-4-yl]thio-1-azabicyclo[3.2.0]hept-2-ene-2-carboxylic acid). Yield: 42.2%. Reaction SMILES: [OH:1][C@@H:2]([C@H:4]1[C:10](=[O:11])[N:9]2[C@@H:5]1[C@@H:6]([CH3:64])[C:7]([S:25][C@@H:26]1[CH2:30][N:29](C(OCC3C=CC([N+]([O-])=O)=CC=3)=O)[C@H:28]([CH2:44][N:45]3[CH2:50][CH2:49][N:48](C(OCC4C=CC([N+]([O-])=O)=CC=4)=O)[CH2:47][CH2:46]3)[CH2:27]1)=[C:8]2[C:12]([O:14]CC1C=CC([N+]([O-])=O)=CC=1)=[O:13])[CH3:3].C([O-])(=O)C.[Na+].C(O)(=O)C.[H][H]>[OH-].[OH-].[Pd+2].O1CCCC1>[OH:1][C@@H:2]([C@H:4]1[C:10](=[O:11])[N:9]2[C@@H:5]1[C@@H:6]([CH3:64])[C:7]([S:25][C@@H:26]1[CH2:30][NH:29][C@H:28]([CH2:44][N:45]3[CH2:50][CH2:49][NH:48][CH2:47][CH2:46]3)[CH2:27]1)=[C:8]2[C:12]([OH:14])=[O:13])[CH3:3] |f:1.2.3,5.6.7|. Procedure details: A mixture of 4-nitrobenzyl (4R,5S,6S)-6-[(1R)-1-hydroxyethyl]-4-methyl-3-[(2S,4S)-1-(4-nitrobenzyloxycarbonyl)-2-{4-(4-nitrobenzyloxycarbonyl)piperazin-1-yl}methylpyrrolidin-4-yl]thio-7-oxo-1-azabicyclo-[3.2.0]hept-2-ene-2-carboxylate (1.20 g), 20% palladium hydroxide on carbon (0.6 g), 0.2 M sodium acetate-acetic acid buffer (pH=5.8, 50 ml) and tetrahydrofuran (50 ml) was stirred for 5 hours under atmospheric pressure of hydrogen at ambient temperature. After the catalyst was filtered off, the ... Starting materials: CC(C)(C)[Si](C)(C)Cl, CCOC(C)=O, OC1CN(C(c2ccccc2)c2ccccc2)C1, CN(C)C=O, c1c[nH]cn1. The product is CC(C)(C)[Si](C)(C)OC1CN(C(c2ccccc2)c2ccccc2)C1. As a reaction SMILES: [C:24]([CH3:25])([CH3:26])([CH3:27])[Si:28]([CH3:29])([CH3:30])[Cl:31].[CH3:37][CH2:38][O:39][C:40]([CH3:41])=[O:42].[CH:1]([c:2]1[cH:3][cH:4][cH:5][cH:6][cH:7]1)([c:8]1[cH:9][cH:10][cH:11][cH:12][cH:13]1)[N:14]1[CH2:15][CH:16]([OH:18])[CH2:17]1.[O:32]=[CH:33][N:34]([CH3:35])[CH3:36].[nH:19]1[cH:20][cH:21][n:22][cH:23]1>>[CH:1]([c:2]1[cH:3][cH:4][cH:5][cH:6][cH:7]1)([c:8]1[cH:9][cH:10][cH:11][cH:12][cH:13]1)[N:14]1[CH2:15][CH:16]([O:18][Si:28]([C:24]([CH3:25])([CH3:26])[CH3:27])([CH3:29])[CH3:30])[CH2:17]1.